The task is: describe an organic reaction: reactants, conditions, products, and yield. This data is from the Open Reaction Database (ORD), a public repository of structured organic reaction records. Starting materials: C1(CCCC1)N1N=C(C2=CC=CC(=C12)F)C1=CC=C(C=C1)O (4-(1-cyclopentyl-7-fluoro-1H-indazol-3-yl)phenol), C(C)(C)(C)OC(=O)NCC(=O)NCC(=O)O (N-(tert-butoxycarbonyl)glycylglycine), N,N-dicylohexylcarbodiimide. Reagents/catalysts: CN(C)C=1C=CN=CC1 (DMAP). The solvent is C(Cl)Cl (CH2Cl2), C(Cl)Cl (CH2Cl2). The product is C(C)(C)(C)OC(=O)NCC(=O)NCC(=O)OC1=CC=C(C=C1)C1=NN(C2=C(C=CC=C12)F)C1CCCC1 (4-(1-cyclopentyl-7-fluoro-1H-indazol-3-yl)phenyl N-(tert-butoxycarbonyl)glycylglycinate). Reaction SMILES: [CH:1]1([N:6]2[C:14]3[C:9](=[CH:10][CH:11]=[CH:12][C:13]=3[F:15])[C:8]([C:16]3[CH:21]=[CH:20][C:19]([OH:22])=[CH:18][CH:17]=3)=[N:7]2)[CH2:5][CH2:4][CH2:3][CH2:2]1.[C:23]([O:27][C:28]([NH:30][CH2:31][C:32]([NH:34][CH2:35][C:36](O)=[O:37])=[O:33])=[O:29])([CH3:26])([CH3:25])[CH3:24]>CN(C1C=CN=CC=1)C.C(Cl)Cl>[C:23]([O:27][C:28]([NH:30][CH2:31][C:32]([NH:34][CH2:35][C:36]([O:22][C:19]1[CH:18]=[CH:17][C:16]([C:8]2[C:9]3[C:14](=[C:13]([F:15])[CH:12]=[CH:11][CH:10]=3)[N:6]([CH:1]3[CH2:5][CH2:4][CH2:3][CH2:2]3)[N:7]=2)=[CH:21][CH:20]=1)=[O:37])=[O:33])=[O:29])([CH3:26])([CH3:25])[CH3:24]. Reported procedure: A solution of 4-(1-cyclopentyl-7-fluoro-1H-indazol-3-yl)phenol (0.30 g, 1.0 mmol), N-(tert-butoxycarbonyl)glycylglycine (0.232 g, 1.0 mmol), N,N-dicylohexylcarbodiimide (0.206 g, 1.0 mmol) and DMAP (0.122 g, 1.0 mmol) in 10 mL of CH2Cl2 was stirred overnight at ambient temperature. The reaction mixture was diluted with CH2Cl2 and filtered through a plug of silica gel. The gel was rinsed with additional CH2Cl2. The combined filtrates were concentrated in vacuo to give 0.35 g to the title compound... Starting materials: FC=1C=C(CN)C=CC1OC (3-fluoro-4-methoxybenzylamine), C(C)(C)(C)OC(=O)C1=C(C=CC=C1)C1=CC=C(C=C1)CN1C(=C(C2=CC(=CC=C12)C(=O)O)C)C (1-((2′-(tert-butoxycarbonyl)biphenyl-4-yl)methyl)-2,3-dimethyl-1H-indole-5-carboxylic acid). The product is FC=1C=C(CNC(=O)C=2C=C3C(=C(N(C3=CC2)CC2=CC=C(C=C2)C=2C(=CC=CC2)C(=O)O)C)C)C=CC1OC (4′-((5-(3-fluoro-4-methoxybenzylcarbamoyl)-2,3-dimethyl-1H-indol-1-yl)methyl)biphenyl-2-carboxylic acid). Reaction SMILES: [F:1][C:2]1[CH:3]=[C:4]([CH:7]=[CH:8][C:9]=1[O:10][CH3:11])[CH2:5][NH2:6].C([O:16][C:17]([C:19]1[CH:24]=[CH:23][CH:22]=[CH:21][C:20]=1[C:25]1[CH:30]=[CH:29][C:28]([CH2:31][N:32]2[C:40]3[C:35](=[CH:36][C:37]([C:41](O)=[O:42])=[CH:38][CH:39]=3)[C:34]([CH3:44])=[C:33]2[CH3:45])=[CH:27][CH:26]=1)=[O:18])(C)(C)C>>[F:1][C:2]1[CH:3]=[C:4]([CH:7]=[CH:8][C:9]=1[O:10][CH3:11])[CH2:5][NH:6][C:41]([C:37]1[CH:36]=[C:35]2[C:40](=[CH:39][CH:38]=1)[N:32]([CH2:31][C:28]1[CH:27]=[CH:26][C:25]([C:20]3[C:19]([C:17]([OH:18])=[O:16])=[CH:24][CH:23]=[CH:22][CH:21]=3)=[CH:30][CH:29]=1)[C:33]([CH3:45])=[C:34]2[CH3:44])=[O:42]. Reported procedure: The title compound was prepared following the same general protocol as described in Steps 8-9, Example 1, using 3-fluoro-4-methoxybenzylamine and 1-((2′-(tert-butoxycarbonyl)biphenyl-4-yl)methyl)-2,3-dimethyl-1H-indole-5-carboxylic acid. LC-MS 537 (M+H). Reactants: CC(C)(C)OC(=O)NC(CC(F)(F)CC1CC1)C(=O)O, Cl. The product is Cl, NC(CC(F)(F)CC1CC1)C(=O)O. RXN SMILES: [C:1]([O:2][C:3](=[O:4])[NH:8][CH:9]([C:10](=[O:11])[OH:12])[CH2:13][C:14]([CH2:15][CH:16]1[CH2:17][CH2:18]1)([F:19])[F:20])([CH3:5])([CH3:6])[CH3:7].[ClH:21]>>[ClH:21].[NH2:8][CH:9]([C:10](=[O:11])[OH:12])[CH2:13][C:14]([CH2:15][CH:16]1[CH2:17][CH2:18]1)([F:19])[F:20]. Reactants: BrCCC1=CC=CC=C1 ((2-Bromoethyl)benzene), N1C(=NC2=C1C=CC=C2)C(=O)N([C@H]2C[C@H](CN(C2)C(=O)OC(C)(C)C)C(=O)OC)CC(C)C (1-tert-butyl 3-methyl(3R,5S)-5-[(1H-benzimidazol-2-ylcarbonyl)(2-methylpropyl)amino]piperidine-1,3-dicarboxylate), BrCCC1=CC=CC=C1 ((2-bromoethyl)benzene), C([O-])([O-])=O.[Cs+].[Cs+] (cesium carbonate). Solvent: CN(C(C)=O)C (N,N-dimethylacetamide), O (water). Run at temperature 65 celsius, time 15 hour. Yields the product CC(CN([C@H]1C[C@H](CN(C1)C(=O)OC(C)(C)C)C(=O)OC)C(=O)C1=NC2=C(N1CCC1=CC=CC=C1)C=CC=C2)C (1-tert-butyl 3-methyl(3R,5S)-5-[(2-methylpropyl){[1-(2-phenylethyl)-1H-benzimidazol-2-yl]carbonyl}amino]piperidine-1,3-dicarboxylate). RXN SMILES: [NH:1]1[C:5]2[CH:6]=[CH:7][CH:8]=[CH:9][C:4]=2[N:3]=[C:2]1[C:10]([N:12]([CH2:30][CH:31]([CH3:33])[CH3:32])[C@@H:13]1[CH2:18][N:17]([C:19]([O:21][C:22]([CH3:25])([CH3:24])[CH3:23])=[O:20])[CH2:16][C@H:15]([C:26]([O:28][CH3:29])=[O:27])[CH2:14]1)=[O:11].Br[CH2:35][CH2:36][C:37]1[CH:42]=[CH:41][CH:40]=[CH:39][CH:38]=1.C(=O)([O-])[O-].[Cs+].[Cs+]>CN(C)C(=O)C.O>[CH3:32][CH:31]([CH3:33])[CH2:30][N:12]([C:10]([C:2]1[N:3]([CH2:35][CH2:36][C:37]2[CH:42]=[CH:41][CH:40]=[CH:39][CH:38]=2)[C:4]2[CH:9]=[CH:8][CH:7]=[CH:6][C:5]=2[N:1]=1)=[O:11])[C@@H:13]1[CH2:18][N:17]([C:19]([O:21][C:22]([CH3:23])([CH3:24])[CH3:25])=[O:20])[CH2:16][C@H:15]([C:26]([O:28][CH3:29])=[O:27])[CH2:14]1 |f:2.3.4|. Procedure: To a solution of 1-tert-butyl 3-methyl(3R,5S)-5-[(1H-benzimidazol-2-ylcarbonyl)(2-methylpropyl)amino]piperidine-1,3-dicarboxylate (1.38 g) and (2-bromoethyl)benzene (810 μl) in N,N-dimethylacetamide (30 ml) was added cesium carbonate (2.93 g), and the mixture was stirred at 65° C. for 15 hr. (2-Bromoethyl)benzene (810 μl) was added to the reaction mixture, and the mixture was further stirred at 65° C. for 5 hr. The reaction mixture was cooled to room temperature, diluted with water and extracted... Reactants: Clc1ncccc1OCc1ccccc1, CCO, [K+], [K+], NN, O=C([O-])[O-], O. Product: NNc1ncccc1OCc1ccccc1. As a reaction SMILES: [CH2:1]([c:2]1[cH:3][cH:4][cH:5][cH:6][cH:7]1)[O:8][c:9]1[c:10]([Cl:15])[n:11][cH:12][cH:13][cH:14]1.[CH3:25][CH2:26][OH:27].[K+:19].[K+:20].[NH2:17][NH2:18].[O-:21][C:22]([O-:23])=[O:24].[OH2:16]>>[CH2:1]([c:2]1[cH:3][cH:4][cH:5][cH:6][cH:7]1)[O:8][c:9]1[c:10]([NH:17][NH2:18])[n:11][cH:12][cH:13][cH:14]1. The reactants are ClC1=CC=C(C=C1)C=1C=C(C=NC1OCC1CC1)C(=O)O (5-(4-chlorophenyl)-6-(cyclopropylmethoxy)-3-pyridinecarboxylic acid), C(C)C=1SC=C(N1)CN (2-ethyl-4-thiazolemethanamine). The product is ClC1=CC=C(C=C1)C=1C(=NC=C(C(=O)NCC=2N=C(SC2)CC)C1)OCC1CC1 (5-(4-chloro-phenyl)-6-cyclopropylmethoxy-N-(2-ethyl-thiazol-4-ylmethyl)-nicotinamide). As a reaction SMILES: [Cl:1][C:2]1[CH:7]=[CH:6][C:5]([C:8]2[CH:9]=[C:10]([C:19]([OH:21])=O)[CH:11]=[N:12][C:13]=2[O:14][CH2:15][CH:16]2[CH2:18][CH2:17]2)=[CH:4][CH:3]=1.[CH2:22]([C:24]1[S:25][CH:26]=[C:27]([CH2:29][NH2:30])[N:28]=1)[CH3:23]>>[Cl:1][C:2]1[CH:3]=[CH:4][C:5]([C:8]2[C:13]([O:14][CH2:15][CH:16]3[CH2:17][CH2:18]3)=[N:12][CH:11]=[C:10]([CH:9]=2)[C:19]([NH:30][CH2:29][C:27]2[N:28]=[C:24]([CH2:22][CH3:23])[S:25][CH:26]=2)=[O:21])=[CH:6][CH:7]=1. Procedure details: The title compound was synthesized in analogy to Example 1, using 5-(4-chlorophenyl)-6-(cyclopropylmethoxy)-3-pyridinecarboxylic acid (CAS Registry No. 1018782-76-7) and 2-ethyl-4-thiazolemethanamine as starting materials, LC-MS (UV peak area/ESI) 99%, 428.119 (M+H)+. The reactants are C12C3C(CC(C3C(C=C1)O2)=O)=O ((1RS,2SR,6RS,7SR)-10-oxatricyclo[5.2.1.02,6]dec-8-ene-3,5-dione), C(C)(=O)[O-].C(C)(=O)[O-].C(C)(=O)[O-].ClC1=CC=C(C=2C=CC(=C(C2)[Pb+3])CC)C=C1 (4′-chloro-4-ethylbiphen-3-yllead triacetate), Cl (hydrochloric acid), C(Cl)(Cl)Cl (chloroform). Reagents/catalysts: CN(C1=CC=NC=C1)C (4-dimethylaminopyridine). The solvent is C(C)(=O)OCC (ethyl acetate). Conditions: temperature 40 celsius. The product is ClC1=CC=C(C=2C=CC(=C(C2)C2C(C3C4C=CC(C3C2=O)O4)=O)CC)C=C1 ((1RS,2SR,6RS,7SR)-4-(4′-chloro-4-ethylbiphen-3-yl)-10-oxatricyclo[5.2.1.02,6]dec-8-ene-3,5-dione). Reaction SMILES: [CH:1]12[O:10][CH:7]([CH:8]=[CH:9]1)[CH:6]1[CH:2]2[C:3](=[O:12])[CH2:4][C:5]1=[O:11].C([O-])(=O)C.C([O-])(=O)C.C([O-])(=O)C.[Cl:25][C:26]1[CH:40]=[CH:39][C:29]([C:30]2[CH:31]=[CH:32][C:33]([CH2:37][CH3:38])=[C:34]([Pb+3])[CH:35]=2)=[CH:28][CH:27]=1.C(Cl)(Cl)Cl.Cl>CN(C)C1C=CN=CC=1.C(OCC)(=O)C>[Cl:25][C:26]1[CH:40]=[CH:39][C:29]([C:30]2[CH:35]=[CH:34][C:33]([CH2:37][CH3:38])=[C:32]([CH:4]3[C:3](=[O:12])[CH:2]4[CH:6]([CH:7]5[O:10][CH:1]4[CH:9]=[CH:8]5)[C:5]3=[O:11])[CH:31]=2)=[CH:28][CH:27]=1 |f:1.2.3.4|. Procedure details: To a mixture of (1RS,2SR,6RS,7SR)-10-oxatricyclo[5.2.1.02,6]dec-8-ene-3,5-dione (1.7 g, 0.01 mol), 4-dimethylaminopyridine (5.0 g, 0.04 mol) and 4′-chloro-4-ethylbiphen-3-yllead triacetate (9.2 g, 0.015 mol) under an atmosphere of nitrogen is added dry chloroform (50 ml)). The reaction mixture is heated at 40° C. for 5 hours, then cooled to room temperature. The mixture is diluted with ethyl acetate (50 ml), acidified with 2N aqueous hydrochloric acid (50 ml), and the mixture is filtered to remo... The reactants are NC1CC2=CC=C(C=C2C1)C=1CCC(NN1)=O (2-Amino-5-[4,5-dihydropyridazin-3(2H)-on-6-yl]indane), C(CCC)N=C=O (butyl isocyanate). The product is C(CCC)NC(=O)NC1CC2=CC=C(C=C2C1)C=1CCC(NN1)=O (2-(butylcarbamoyl)amino-5-[4,5-dihydropyridazin-3(2H)-on-6-yl]indane). RXN SMILES: [NH2:1][CH:2]1[CH2:10][C:9]2[C:4](=[CH:5][CH:6]=[C:7]([C:11]3[CH2:12][CH2:13][C:14](=[O:17])[NH:15][N:16]=3)[CH:8]=2)[CH2:3]1.[CH2:18]([N:22]=[C:23]=[O:24])[CH2:19][CH2:20][CH3:21]>>[CH2:18]([NH:22][C:23]([NH:1][CH:2]1[CH2:10][C:9]2[C:4](=[CH:5][CH:6]=[C:7]([C:11]3[CH2:12][CH2:13][C:14](=[O:17])[NH:15][N:16]=3)[CH:8]=2)[CH2:3]1)=[O:24])[CH2:19][CH2:20][CH3:21]. Procedure details: 2-Amino-5-[4,5-dihydropyridazin-3(2H)-on-6-yl]indane and butyl isocyanate were treated in the same manner as in Example 29 to obtain 2-(butylcarbamoyl)amino-5-[4,5-dihydropyridazin-3(2H)-on-6-yl]indane. The reactants are C1(=CC=CC=C1)CCN1CCC2(CC1)OC1=C(C(N2)=O)C=C(C=C1)/C=C/C(=O)O ((E)-3-{1′-(2-Phenyl-ethyl)-3,4-dihydro-4-oxo-spiro[2H-(1,3)-benzoxazine-2,4′-piperidin]-6-yl}-acrylic acid), TEA, C(CCl)Cl (EDC), C=1C=CC2=C(C1)N=NN2O (HOBT), NOC1OCCCC1 (NH2OTHP). The solvent is C(Cl)Cl (DCM). Run at time 8 hour. The product is Cl.C1(=CC=CC=C1)CCN1CCC2(CC1)OC1=C(C(N2)=O)C=C(C=C1)/C=C/C(=O)NO ((E)-3-{1′-(2-phenyl-ethyl)-3,4-dihydro-4-oxo-spiro[2H-(1,3)-benzoxazine-2,4′-piperidin]-6-yl}-N-hydroxy-acrylamide hydrochloride). Yield: 64.4%. Reaction SMILES: [C:1]1([CH2:7][CH2:8][N:9]2[CH2:14][CH2:13][C:12]3([NH:19][C:18](=[O:20])[C:17]4[CH:21]=[C:22](/[CH:25]=[CH:26]/[C:27](O)=[O:28])[CH:23]=[CH:24][C:16]=4[O:15]3)[CH2:11][CH2:10]2)[CH:6]=[CH:5][CH:4]=[CH:3][CH:2]=1.C(Cl)C[Cl:32].C1C=CC2[N:42]([OH:43])N=NC=2C=1.NOC1CCCCO1>C(Cl)Cl>[ClH:32].[C:1]1([CH2:7][CH2:8][N:9]2[CH2:10][CH2:11][C:12]3([NH:19][C:27](=[O:28])[C:26]4[CH:25]=[C:22](/[CH:21]=[CH:17]/[C:18]([NH:42][OH:43])=[O:20])[CH:23]=[CH:24][C:16]=4[O:15]3)[CH2:13][CH2:14]2)[CH:2]=[CH:3][CH:4]=[CH:5][CH:6]=1 |f:5.6|. Procedure: (E)-3-{1′-(2-Phenyl-ethyl)-3,4-dihydro-4-oxo-spiro[2H-(1,3)-benzoxazine-2,4′-piperidin]-6-yl}-acrylic acid (240 mg, 0.612 mmol) was dissolved in DCM (20 ml) and TEA (0.17 ml, 1.23 mmol). EDC (169 mg, 0.88 mmol), HOBT (119 mg, 0.88 mmol) and NH2OTHP (86 mg, 0.74 mmol) were added and the mixture was stirred at RT overnight. The mixture was partitioned between DCM and 5% aqueous NaHCO3 and the organic phase was dried over Na2SO4 and evaporated. The crude mixture was purified by column chromatograph...